describe an organic reaction: reactants, conditions, products, and yield From a dataset of the Open Reaction Database (ORD), a public repository of structured organic reaction records. Run at time 8 hour. As a reaction SMILES: Cl[CH2:2][CH2:3][CH2:4][S:5]([NH:8][C:9]1[CH:10]=[C:11]2[C:15](=[CH:16][CH:17]=1)[NH:14][C:13]([C:18]([O:20][CH2:21][CH3:22])=[O:19])=[CH:12]2)(=[O:7])=[O:6].[I-].[Na+].[NH:25]1[CH2:30][CH2:29][CH2:28][CH2:27][CH2:26]1>C(#N)C.C(Cl)Cl>[N:25]1([CH2:2][CH2:3][CH2:4][S:5]([NH:8][C:9]2[CH:10]=[C:11]3[C:15](=[CH:16][CH:17]=2)[NH:14][C:13]([C:18]([O:20][CH2:21][CH3:22])=[O:19])=[CH:12]3)(=[O:7])=[O:6])[CH2:30][CH2:29][CH2:28][CH2:27][CH2:26]1 |f:1.2|. Reported procedure: Ethyl 5-[(3-chloropropyl)sulfonamido]indole-2-carboxylate (PREPARATION 82, 2.3 g) is dissolved in acetonitrile (10 ml) and piperadine (27 ml). Solid sodium iodide (1.0 g) is added and the reaction is stirred overnight at 20°-25°. The reaction is diluted with methylene chloride, washed with saturated aqueous sodium bicarbonate, dried over anhydrous sodium sulfate and concentrated under reduced pressure. Purification by flash column chromatography, eluting with a gradient of 5% methanol/methylene ... Solvent: C(Cl)Cl (methylene chloride), C(C)#N (acetonitrile). Starting materials: [I-].[Na+] (sodium iodide), ClCCCS(=O)(=O)NC=1C=C2C=C(NC2=CC1)C(=O)OCC (Ethyl 5-[(3-chloropropyl)sulfonamido]indole-2-carboxylate), N1CCCCC1 (piperadine). Yields the product N1(CCCCC1)CCCS(=O)(=O)NC=1C=C2C=C(NC2=CC1)C(=O)OCC (Ethyl 5-[(3-(piperadin-1-yl)propyl)sulfonamido]indole-2-carboxylate). Reactants: C(C1=CC=CC=C1)(=O)OCC1SCCS1=O (2-BENZOYLOXYMETHYL-3-OXO-1,3-DITHIOLANE), C(C)(=O)[O-].[Na+] (sodium acetate). Run in C(C)(=O)OC(C)=O (acetic anhydride). Yields the product C(C1=CC=CC=C1)(=O)OC[C@@H]1SC[C@H](S1)OC(C)=O (TRANS-2-BENZOYLOXYMETHYL-4-ACETOXY-1,3-DITHIOLANE). Isolated yield 9.0%. Reaction SMILES: [C:1]([O:9][CH2:10][CH:11]1[S:15](=O)[CH2:14][CH2:13][S:12]1)(=[O:8])[C:2]1[CH:7]=[CH:6][CH:5]=[CH:4][CH:3]=1.[C:17]([O-:20])(=[O:19])[CH3:18].[Na+]>C(OC(=O)C)(=O)C>[C:1]([O:9][CH2:10][C@H:11]1[S:15][C@H:14]([O:20][C:17](=[O:19])[CH3:18])[CH2:13][S:12]1)(=[O:8])[C:2]1[CH:7]=[CH:6][CH:5]=[CH:4][CH:3]=1 |f:1.2|. Procedure: A mixture of 2-benzoyloxymethyl-3-oxo-1,3-dithiolane (example 13) (5.1 g), sodium acetate (65 g) and acetic anhydride (100 ml) was heated at refluxing for 3 hours. Excess reagent was removed under reduced pressure. The residue was dissolved in methylene chloride (200 ml), washed first with saturated aqueous NaCO3 solution (3×100 ml), then with water (100 ml), and finally with brine solution (100 ml), dried over MgSO4, and filtered. The filtrate was evaporated in vacuo and the residue purified by...